From a dataset of the Open Reaction Database (ORD), a public repository of structured organic reaction records. describe an organic reaction: reactants, conditions, products, and yield Starting materials: CCCCO, CCOC(C)=O, CSC(=N)NN=Cc1c(Cl)cccc1Cl, I, O, NCC1(c2ccccc2)CC1. Yields the product N=C(NCC1(c2ccccc2)CC1)NN=Cc1c(Cl)cccc1Cl. As a reaction SMILES: [CH2:28]([OH:29])[CH2:30][CH2:31][CH3:32].[CH3:34][CH2:35][O:36][C:37](=[O:38])[CH3:39].[Cl:2][c:3]1[c:4]([CH:5]=[N:6][NH:7][C:8]([S:9][CH3:10])=[NH:11])[c:12]([Cl:16])[cH:13][cH:14][cH:15]1.[IH:1].[OH2:33].[c:17]1([C:23]2([CH2:26][NH2:27])[CH2:24][CH2:25]2)[cH:18][cH:19][cH:20][cH:21][cH:22]1>>[Cl:2][c:3]1[c:4]([CH:5]=[N:6][NH:7][C:8](=[NH:11])[NH:27][CH2:26][C:23]2([c:17]3[cH:18][cH:19][cH:20][cH:21][cH:22]3)[CH2:24][CH2:25]2)[c:12]([Cl:16])[cH:13][cH:14][cH:15]1. The reactants are [Br-], Cc1ccccc1, CCCC[N+](CCCC)(CCCC)CCCC, CCOCC, O=C(NC(CCl)c1ccc(-c2ccc(SC(F)F)cc2)cc1)c1c(F)cccc1F, [Na+], [OH-], O. Product: Fc1cccc(F)c1C1=NC(c2ccc(-c3ccc(SC(F)F)cc3)cc2)CO1. Reaction SMILES: [Br-:41].[CH3:3][c:4]1[cH:5][cH:6][cH:7][cH:8][cH:9]1.[CH3:42][CH2:43][CH2:44][CH2:45][N+:46]([CH2:47][CH2:48][CH2:49][CH3:50])([CH2:51][CH2:52][CH2:53][CH3:54])[CH2:55][CH2:56][CH2:57][CH3:58].[CH3:59][CH2:60][O:61][CH2:62][CH3:63].[Cl:10][CH2:11][CH:12]([c:13]1[cH:14][cH:15][c:16](-[c:19]2[cH:20][cH:21][c:22]([S:25][CH:26]([F:27])[F:28])[cH:23][cH:24]2)[cH:17][cH:18]1)[NH:29][C:30]([c:31]1[c:32]([F:38])[cH:33][cH:34][cH:35][c:36]1[F:37])=[O:39].[Na+:2].[OH-:1].[OH2:40]>>[CH2:11]1[CH:12]([c:13]2[cH:14][cH:15][c:16](-[c:19]3[cH:20][cH:21][c:22]([S:25][CH:26]([F:27])[F:28])[cH:23][cH:24]3)[cH:17][cH:18]2)[N:29]=[C:30]([c:31]2[c:32]([F:38])[cH:33][cH:34][cH:35][c:36]2[F:37])[O:39]1. Reactants: CCCCC1CO1 (1,2-hexeneoxide), C(C)(C)(C)C1C(CCCC1)O (2-tert-butylcyclohexanol). Yields the product C(C)(C)(C)C1C(CCCC1)OCC(CCCC)O (1-(2-tert-butylcyclohexyloxy)-2-hexanol). The yield is 125.2%. RXN SMILES: [CH3:1][CH2:2][CH2:3][CH2:4][CH:5]1[O:7][CH2:6]1.[C:8]([CH:12]1[CH2:17][CH2:16][CH2:15][CH2:14][CH:13]1[OH:18])([CH3:11])([CH3:10])[CH3:9]>>[C:8]([CH:12]1[CH2:17][CH2:16][CH2:15][CH2:14][CH:13]1[O:18][CH2:6][CH:5]([OH:7])[CH2:4][CH2:3][CH2:2][CH3:1])([CH3:11])([CH3:9])[CH3:10]. Procedure: The synthesis was carried out in the same manner as described in Example 1, except that 19.2 g (0.192 mol) of 1,2-hexeneoxide was used instead of 11.1 g (0.192 mol) of propyleneoxide, 12.9 g of 2-tert-butylcyclohexanol and 26.5 g of 1-(2-tert-butylcyclohexyloxy)-2-hexanol (cis:trans=8:2) (bp. 116° to 117° C./1 mm Hg) were obtained in a 54% yield. Then, the cis-trans isomers of 1-(2-tert-butylcyclohexyloxy)-2-hexanol were separated from each other in the same manner as described in Example 1. Starting materials: CCOC(=O)c1ccc2c(c1)CC(C)(C)C(c1cccc(NC(C)(C)C(=O)NC(C)C)c1)N2, CO, Cl, [Na+], C1CCOC1, [OH-], O. The product is CC(C)NC(=O)C(C)(C)Nc1cccc(C2Nc3ccc(C(=O)O)cc3CC2(C)C)c1. Reaction SMILES: [CH2:1]([CH3:2])[O:3][C:4](=[O:5])[c:6]1[cH:7][c:8]2[c:13]([cH:14][cH:15]1)[NH:12][CH:11]([c:16]1[cH:17][c:18]([NH:22][C:23]([CH3:24])([CH3:25])[C:26]([NH:27][CH:28]([CH3:29])[CH3:30])=[O:31])[cH:19][cH:20][cH:21]1)[C:10]([CH3:32])([CH3:33])[CH2:9]2.[CH3:35][OH:36].[ClH:34].[Na+:43].[O:37]1[CH2:38][CH2:39][CH2:40][CH2:41]1.[OH-:42].[OH2:44]>>[O:3]=[C:4]([OH:5])[c:6]1[cH:7][c:8]2[c:13]([cH:14][cH:15]1)[NH:12][CH:11]([c:16]1[cH:17][c:18]([NH:22][C:23]([CH3:24])([CH3:25])[C:26]([NH:27][CH:28]([CH3:29])[CH3:30])=[O:31])[cH:19][cH:20][cH:21]1)[C:10]([CH3:32])([CH3:33])[CH2:9]2. Reactants: C(CCC)[Li] (n-butyllithium), BrC=1C(=NN(C1C(F)(F)F)C)C=1C(=CC(=C(C(=O)O)C1)Cl)F (5-[4-bromo-1-methyl-5-(trifluoromethyl)-1H-pyrazol-3-yl]-2-chloro-4-fluorobenzoic acid), [H-].[Na+] (NaH), sodium carboxylate, CI (methyl iodide). Solvent: hexanes, C1CCOC1 (THF). Reaction conditions: temperature 60 celsius. The product is ClC1=C(C(=O)O)C=C(C(=C1)F)C1=NN(C(=C1C)C(F)(F)F)C (2-Chloro-5-[1,4-dimethyl-5-(trifluoromethyl)-1H-pyrazol-3-yl]-4-fluorobenzoic acid). As a reaction SMILES: Br[C:2]1[C:3]([C:12]2[C:13]([F:22])=[CH:14][C:15]([Cl:21])=[C:16]([CH:20]=2)[C:17]([OH:19])=[O:18])=[N:4][N:5]([CH3:11])[C:6]=1[C:7]([F:10])([F:9])[F:8].[H-].[Na+].[CH2:25]([Li])CCC.CI>C1COCC1>[Cl:21][C:15]1[CH:14]=[C:13]([F:22])[C:12]([C:3]2[C:2]([CH3:25])=[C:6]([C:7]([F:10])([F:9])[F:8])[N:5]([CH3:11])[N:4]=2)=[CH:20][C:16]=1[C:17]([OH:19])=[O:18] |f:1.2|. Procedure: A solution of 30 g of 5-[4-bromo-1-methyl-5-(trifluoromethyl)-1H-pyrazol-3-yl]-2-chloro-4-fluorobenzoic acid in 800 mL of anhydrous THF was stirred with a mechanical stirrer and treated with 3.36 g of 80% NaH. The stirred mixture was kept under a nitrogen atmosphere and heated to 60° C. for one hour. After formation of the sodium carboxylate salt, the mixture was cooled to -110° C. and 32.3 mL of 2.5M n-butyllithium in hexanes was added never allowing the temperature to exceed -100° C. The react... Reactants: CC1(CC(=O)CC(=O)C1)C (dimedone), P(Cl)(Cl)(Cl)(Cl)Cl (phosphorus pentachloride). Run in C(Cl)(Cl)Cl (chloroform). Reaction conditions: time 18 hour. Yields the product ClC1=CC(CC(C1)(C)C)=O (3-chloro-5,5-dimethylcyclohex-2-enone). As a reaction SMILES: [CH3:1][C:2]1([CH3:10])[CH2:9][C:7](=O)[CH2:6][C:4](=[O:5])[CH2:3]1.P(Cl)(Cl)(Cl)(Cl)[Cl:12]>C(Cl)(Cl)Cl>[Cl:12][C:7]1[CH2:9][C:2]([CH3:10])([CH3:1])[CH2:3][C:4](=[O:5])[CH:6]=1. Procedure details: A mixture of dimedone (50.0 g), phosphorus pentachloride (34.25 g) and dry chloroform (400 ml) was heated at the reflux temperature for a period of 2.5 hours, after which it was kept at the ambient temperature for 18 hours. After removal of the chloroform by evaporation under reduced pressure, the residue was mixed with water and ice and extracted with diethyl ether (3 × 100 ml). The combined ethereal extracts were washed with dilute potassium hydroxide and with water. The combined washings were... RXN SMILES: [C:7]([CH3:8])([CH3:9])([CH3:10])[O:11][C:12]([N:13]([CH3:14])[CH:15]([CH2:16][c:17]1[cH:18][cH:19][cH:20][cH:21][cH:22]1)[CH2:23][NH2:24])=[O:25].[CH:1]1([N:4]=[C:5]=[S:6])[CH2:2][CH2:3]1.[Cl:26][CH2:27][Cl:28]>>[CH:1]1([NH:4][C:5](=[S:6])[NH:24][CH2:23][CH:15]([N:13]([C:12]([O:11][C:7]([CH3:8])([CH3:9])[CH3:10])=[O:25])[CH3:14])[CH2:16][c:17]2[cH:18][cH:19][cH:20][cH:21][cH:22]2)[CH2:2][CH2:3]1. Product: CN(C(=O)OC(C)(C)C)C(CNC(=S)NC1CC1)Cc1ccccc1. Starting materials: CN(C(=O)OC(C)(C)C)C(CN)Cc1ccccc1, S=C=NC1CC1, ClCCl. Starting materials: CCOC(=O)C=C(C)CP(=O)(OCC)OCC, [Li]CCCC, CCOc1cc2c(cc1C(CC)=C(F)C=O)C(C)(C)CCC2(C)C, C1CCOC1, CN1CCCN(C)C1=O, CCCCCC. The product is CCOC(=O)C=C(C)C=CC(F)=C(CC)c1cc2c(cc1OCC)C(C)(C)CCC2(C)C. Reaction SMILES: [CH2:12]([O:13][P:14]([O:15][CH2:16][CH3:17])(=[O:18])[CH2:20][C:21](=[CH:22][C:23](=[O:24])[O:25][CH2:26][CH3:27])[CH3:28])[CH3:19].[CH2:1]([Li:2])[CH2:3][CH2:4][CH3:5].[CH2:29]([CH3:30])[O:31][c:32]1[c:33]([C:46](=[C:47]([CH:48]=[O:49])[F:50])[CH2:51][CH3:52])[cH:34][c:35]2[c:40]([cH:41]1)[C:39]([CH3:42])([CH3:43])[CH2:38][CH2:37][C:36]2([CH3:44])[CH3:45].[CH2:53]1[O:54][CH2:55][CH2:56][CH2:57]1.[CH3:58][N:59]1[CH2:60][CH2:61][CH2:62][N:63]([CH3:64])[C:65]1=[O:66].[CH3:6][CH2:7][CH2:8][CH2:9][CH2:10][CH3:11]>>[CH:20]([C:21](=[CH:22][C:23](=[O:24])[O:25][CH2:26][CH3:27])[CH3:28])=[CH:48][C:47](=[C:46]([c:33]1[c:32]([O:31][CH2:29][CH3:30])[cH:41][c:40]2[c:35]([cH:34]1)[C:36]([CH3:44])([CH3:45])[CH2:37][CH2:38][C:39]2([CH3:42])[CH3:43])[CH2:51][CH3:52])[F:50]. Reactants: CO, COC1OC(=O)C(OC)(OC)C1Cl, N. Yields the product COC1NC(=O)C(OC)(OC)C1Cl. RXN SMILES: [CH3:15][OH:16].[CH3:2][O:3][C:4]1([O:13][CH3:14])[C:5](=[O:12])[O:6][CH:7]([O:10][CH3:11])[CH:8]1[Cl:9].[NH3:1]>>[NH:1]1[C:5](=[O:6])[C:4]([O:3][CH3:2])([O:13][CH3:14])[CH:8]([Cl:9])[CH:7]1[O:10][CH3:11].